From a dataset of the Open Reaction Database (ORD), a public repository of structured organic reaction records. describe an organic reaction: reactants, conditions, products, and yield The reactants are tan powder, ClCCCOC=1C=2C=CNC2C=CC1 (1-chloro-3-(1H-indole-4-oxy)propane), CC1=CC=C2C(=CNC2=C1)C=1CCNCC1 (6-methyl-3-(1,2,3,6-tetrahydropyridin-4-yl)-1H-indole), C(=O)([O-])[O-].[K+].[K+] (K2CO3). The solvent is CN(C=O)C (dimethylformamide). Yields the product CC1=CC=C2C(=CNC2=C1)C=1CCN(CC1)CCCOC1=C2C=CNC2=CC=C1 (3-[4-(6-methyl-3-indolyl)-1,2,3,6-tetrahydropyridin-1-yl]-1-(4-indolyloxy)propane). Reaction SMILES: Cl[CH2:2][CH2:3][CH2:4][O:5][C:6]1[C:7]2[CH:8]=[CH:9][NH:10][C:11]=2[CH:12]=[CH:13][CH:14]=1.[CH3:15][C:16]1[CH:24]=[C:23]2[C:19]([C:20]([C:25]3[CH2:26][CH2:27][NH:28][CH2:29][CH:30]=3)=[CH:21][NH:22]2)=[CH:18][CH:17]=1.C([O-])([O-])=O.[K+].[K+]>CN(C)C=O>[CH3:15][C:16]1[CH:24]=[C:23]2[C:19]([C:20]([C:25]3[CH2:26][CH2:27][N:28]([CH2:2][CH2:3][CH2:4][O:5][C:6]4[CH:14]=[CH:13][CH:12]=[C:11]5[C:7]=4[CH:8]=[CH:9][NH:10]5)[CH2:29][CH:30]=3)=[CH:21][NH:22]2)=[CH:18][CH:17]=1 |f:2.3.4|. Procedure: The title compound was prepared in a fashion similar to that described in Example 99 using 1-chloro-3-(1H-indole-4-oxy)propane (0.273 g, 2.4 mmol) and 6-methyl-3-(1,2,3,6-tetrahydropyridin-4-yl)-1H-indole (0.279 g, 2.4 mmol) in the presence of 2.0 equivalents of K2CO3 (0.593, 4.3 mmol) in dimethylformamide at 90° C. Yield 0.167 g (50%) of a tan powder. mp C. FDMS m/e=405 (M+ of free base). The reactants are [N+](=O)([O-])C1=CC=C(C=C1)C1=CC=C(C=C1)C(CCC(=O)O)O (4-(4'-nitro-4-biphenylyl)-4-hydroxy-butyric acid). The reagents and catalysts are [Ni] (Raney nickel). Solvent: CO (methanol). Product: NC1=CC=C(C=C1)C1=CC=C(C=C1)C(CCC(=O)O)O (4-(4'-Amino-4-biphenylyl)-4-hydroxy-butyric acid). As a reaction SMILES: [N+:1]([C:4]1[CH:9]=[CH:8][C:7]([C:10]2[CH:15]=[CH:14][C:13]([CH:16]([OH:22])[CH2:17][CH2:18][C:19]([OH:21])=[O:20])=[CH:12][CH:11]=2)=[CH:6][CH:5]=1)([O-])=O>CO.[Ni]>[NH2:1][C:4]1[CH:5]=[CH:6][C:7]([C:10]2[CH:15]=[CH:14][C:13]([CH:16]([OH:22])[CH2:17][CH2:18][C:19]([OH:21])=[O:20])=[CH:12][CH:11]=2)=[CH:8][CH:9]=1. Procedure details: 6 gm (0.02 mol) of 4-(4'-nitro-4-biphenylyl)-4-hydroxy-butyric acid in 200 ml of methanol were hydrogenated in the presence of 3 gm of Raney nickel as a catalyst, at room temperature and at a pressure of 5 atmospheres. After absorption of the calculated quantity of hydrogen, the catalyst was vacuum-filtered off and the solvent was distilled off. The residual 4-(4'-amino-4-biphenylyl)-4-hydroxy-butyric acid, after recrystallization from methanol, had a m.p. of 145° C. (decomp.). Melting point of ... Reactants: O=C([O-])[O-], C1CCNC1, CN(C)C=O, ClCCCOc1ccc(-c2ccc(OCCCN3CCCCC3)cc2)cc1, [K+], [K+]. Product: c1cc(-c2ccc(OCCCN3CCCC3)cc2)ccc1OCCCN1CCCCC1. As a reaction SMILES: [C:33](=[O:34])([O-:35])[O-:36].[CH2:28]1[CH2:29][CH2:30][NH:31][CH2:32]1.[CH3:39][N:40]([CH3:41])[CH:42]=[O:43].[Cl:1][CH2:2][CH2:3][CH2:4][O:5][c:6]1[cH:7][cH:8][c:9](-[c:12]2[cH:13][cH:14][c:15]([O:18][CH2:19][CH2:20][CH2:21][N:22]3[CH2:23][CH2:24][CH2:25][CH2:26][CH2:27]3)[cH:16][cH:17]2)[cH:10][cH:11]1.[K+:37].[K+:38]>>[CH2:2]([CH2:3][CH2:4][O:5][c:6]1[cH:7][cH:8][c:9](-[c:12]2[cH:13][cH:14][c:15]([O:18][CH2:19][CH2:20][CH2:21][N:22]3[CH2:23][CH2:24][CH2:25][CH2:26][CH2:27]3)[cH:16][cH:17]2)[cH:10][cH:11]1)[N:31]1[CH2:30][CH2:29][CH2:28][CH2:32]1. The reactants are COc1cccc(CCCCc2ccccc2OCC2CCCN(C(=O)OC(C)(C)C)C2)c1, Cl, C1COCCO1. Yields the product Cl, COc1cccc(CCCCc2ccccc2OCC2CCCNC2)c1. Reaction SMILES: [C:1]([O:2][C:3](=[O:4])[N:8]1[CH2:9][CH:10]([CH2:14][O:15][c:16]2[c:17]([CH2:22][CH2:23][CH2:24][CH2:25][c:26]3[cH:27][c:28]([O:32][CH3:33])[cH:29][cH:30][cH:31]3)[cH:18][cH:19][cH:20][cH:21]2)[CH2:11][CH2:12][CH2:13]1)([CH3:5])([CH3:6])[CH3:7].[ClH:34].[O:35]1[CH2:36][CH2:37][O:38][CH2:39][CH2:40]1>>[ClH:34].[NH:8]1[CH2:9][CH:10]([CH2:14][O:15][c:16]2[c:17]([CH2:22][CH2:23][CH2:24][CH2:25][c:26]3[cH:27][c:28]([O:32][CH3:33])[cH:29][cH:30][cH:31]3)[cH:18][cH:19][cH:20][cH:21]2)[CH2:11][CH2:12][CH2:13]1. Starting materials: COC(=O)C1(C)COCCC1NC(C)c1ccccc1, CO, Cl, [OH-], [OH-], [Pd+2]. Product: COC(=O)C1(C)COCCC1N, Cl. Reaction SMILES: [CH3:1][C:2]1([C:17](=[O:18])[O:19][CH3:20])[CH2:3][O:4][CH2:5][CH2:6][CH:7]1[NH:8][CH:9]([c:10]1[cH:11][cH:12][cH:13][cH:14][cH:15]1)[CH3:16].[CH3:22][OH:23].[ClH:21].[OH-:24].[OH-:26].[Pd+2:25]>>[CH3:1][C:2]1([C:17](=[O:18])[O:19][CH3:20])[CH2:3][O:4][CH2:5][CH2:6][CH:7]1[NH2:8].[ClH:21]. Reactants: C(CCC)[Li] (n-butyl-lithium), BrC1=C(C2=C(S1)C=C(C=C2)Br)C (2,6-dibromo-3-methylbenzo[b]thiophene), Cl (hydrochloric acid), C(#N)C=1C=NC=CC1 (3-cyanopyridine), [OH-].[Na+] (sodium hydroxide). Solvent: CCCCCC (hexane), CCOCC (ether), CCOCC (ether). Run at time 30 minute. Yields the product N1=CC(=CC=C1)C(=O)C1=C(C2=C(S1)C=C(C=C2)Br)C (6-bromo-3-methylbenzo[b]thien-2-yl pyrid-3-yl ketone). Reaction SMILES: C([Li])CCC.Br[C:7]1[S:11][C:10]2[CH:12]=[C:13]([Br:16])[CH:14]=[CH:15][C:9]=2[C:8]=1[CH3:17].[C:18]([C:20]1[CH:21]=[N:22][CH:23]=[CH:24][CH:25]=1)#N.Cl.[OH-:27].[Na+]>CCCCCC.CCOCC>[N:22]1[CH:23]=[CH:24][CH:25]=[C:20]([C:18]([C:7]2[S:11][C:10]3[CH:12]=[C:13]([Br:16])[CH:14]=[CH:15][C:9]=3[C:8]=2[CH3:17])=[O:27])[CH:21]=1 |f:4.5|. Procedure details: A solution of n-butyl-lithium in hexane (16.3 ml of 1.55M solution) was added to a stirred solution of 2,6-dibromo-3-methylbenzo[b]thiophene (7.65 g) in dry ether (150 ml) at -70° under dry nitrogen. The mixture was stirred for 30 minutes at -70° and then 3-cyanopyridine (2.60 g) in dry ether (50 ml) was added dropwise over 5 minutes. The resulting mixture was stirred at -70° for 3 hours and then at room temperature for a further 2 hours. Concentrated hydrochloric acid (40 ml) was added dropwise... Starting materials: CCO, CC(=O)Cl, O=C(O)c1cccc2ccsc12. Product: CCOC(=O)c1cccc2ccsc12. As a reaction SMILES: [CH3:17][CH2:18][OH:19].[CH3:1][C:2]([Cl:3])=[O:4].[s:5]1[c:6]2[c:7]([cH:8][cH:9]1)[cH:10][cH:11][cH:12][c:13]2[C:14](=[O:15])[OH:16]>>[CH3:1][CH2:2][O:4][C:14]([c:13]1[c:6]2[s:5][cH:9][cH:8][c:7]2[cH:10][cH:11][cH:12]1)=[O:15]. Starting materials: FC1=CC=C(C=C1)Br (1-fluoro-4-bromobenzene), solution, [Li]CCCC (BuLi), CCCCCC (hexane), [Li+].CC(C)[N-]C(C)C (LDA), CCOC(=O)C(F)F (ethyl difluoro acetate), C(C)(C)NC(C)C (diisopropyl amine). Run in C1CCOC1 (THF). Conditions: temperature -40 celsius. Yields the product BrC=1C=CC(=C(C1)C(C(F)F)=O)F (1-(5-Bromo-2-fluoro-phenyl)-2,2-difluoro-ethanone). RXN SMILES: C(NC(C)C)(C)C.[Li]CCCC.CCCCCC.[Li+].CC([N-]C(C)C)C.[F:27][C:28]1[CH:33]=[CH:32][C:31]([Br:34])=[CH:30][CH:29]=1.CC[O:37][C:38]([CH:40]([F:42])[F:41])=O>C1COCC1>[Br:34][C:31]1[CH:30]=[CH:29][C:28]([F:27])=[C:33]([C:38](=[O:37])[CH:40]([F:42])[F:41])[CH:32]=1 |f:3.4|. Procedure: A solution of diisopropyl amine (17.77 ml, 126 mmol) in 320 ml THF was cooled to −75° C. and brought under N2 atmosphere. A 1.6 M solution of BuLi in hexane (79 ml, 126 mmol) was added. When the LDA solution had cooled down again, 1-fluoro-4-bromobenzene was added. The reaction temperature was kept below −60° C. After 2.5 h ethyl difluoro acetate (15.60 g, 126 mmol) was added rapidly and after 15 minutes, the reaction mixture was warmed to −40° C. After 15 minutes the mixture was quenched by pou...